describe an organic reaction: reactants, conditions, products, and yield From a dataset of the Open Reaction Database (ORD), a public repository of structured organic reaction records. Starting materials: CC1(NC2=CC=C(C=C2C(=C1)C)OS(=O)(=O)C(F)(F)F)C (Trifluoromethanesulfonic acid 2,2,4-trimethyl-1,2-dihydroquinolin-6-yl ester), COC1=CC=C(C=C1)B(O)O (4-methoxyphenylboronic acid), C(C=C)S (allyl mercaptan). Product: C(C=C)SCC1=CC(NC2=CC=C(C=C12)C1=CC=C(C=C1)OC)(C)C (4-Allylsulfanylmethyl-6-(4-methoxyphenyl)-2,2-dimethyl-1,2-dihydroquinoline). RXN SMILES: [CH3:1][C:2]1([CH3:21])[CH:11]=[C:10]([CH3:12])[C:9]2[C:4](=[CH:5][CH:6]=[C:7](OS(C(F)(F)F)(=O)=O)[CH:8]=2)[NH:3]1.[CH3:22][O:23][C:24]1[CH:29]=[CH:28][C:27](B(O)O)=[CH:26][CH:25]=1.[CH2:33]([SH:36])[CH:34]=[CH2:35]>>[CH2:33]([S:36][CH2:12][C:10]1[C:9]2[C:4](=[CH:5][CH:6]=[C:7]([C:27]3[CH:28]=[CH:29][C:24]([O:23][CH3:22])=[CH:25][CH:26]=3)[CH:8]=2)[NH:3][C:2]([CH3:1])([CH3:21])[CH:11]=1)[CH:34]=[CH2:35]. Procedure details: Trifluoromethanesulfonic acid 2,2,4-trimethyl-1,2-dihydroquinolin-6-yl ester was coupled with 4-methoxyphenylboronic acid. Bromination and coupling reaction with allyl mercaptan gave 10 mg of the title compound. Reactants: C(C(=O)Cl)(=O)Cl (oxalyl chloride), CCCC(CCC)C(=O)N (valpromide), C1=CC(=C(C=C1/C=C/[N+](=O)[O-])O)O (SL-1). Solvent: ClCCCl (DCE), ClCCCl (DCE). Run at time 8 hour. Yields the product C(C(CCC)CCC)(=O)O (Valproic Acid). Reaction SMILES: [CH3:1][CH2:2][CH2:3][CH:4]([C:8](N)=[O:9])[CH2:5][CH2:6][CH3:7].C(Cl)(=O)C(Cl)=[O:13].C1C(/C=C/[N+]([O-])=O)=CC(O)=C(O)C=1>ClCCCl>[C:8]([OH:9])(=[O:13])[CH:4]([CH2:5][CH2:6][CH3:7])[CH2:3][CH2:2][CH3:1]. Procedure details: To a suspension of valpromide (3.0 g, 20.95 mmol) in DCE (30 mL) at 0-5° C. was added oxalyl chloride (1.3 mL, 15.08 mmol) and refluxed overnight. The reaction mixture was cooled to RT, a solution of SL-1 (0.808 g, 5.24 mmol) in DCE (3 mL) was added and stirred overnight. After usual work-up and chromatographic purification, 1.97 g (43%) of I-AA-MPD22 were obtained as a white solid. 1H NMR (CDCl3, 300 MHz): δ 0.89 (t, 12H, J=7.18 Hz), 1.28-1.66 (m, 16H), 2.94-2.95 (m, 2H), 3.02 (t, 6H, J=6.51 Hz... Reactants: ClC=1C=C(C2=C(C(N(CCN2)CC=C(C)C)C)C1)[N+](=O)[O-] (7-chloro-2,3,4,5-tetrahydro-5-methyl-4-(3-methyl-2-butenyl)-9-nitro-1H-1,4-benzodiazepine), ClC=1C=C(C2=C(C(N(CCN2)CC=C(C)C)C)C1)[N+](=O)[O-] (7-chloro-2,3,4,5-tetrahydro-5-methyl-4-(3-methyl-2-butenyl)-9-nitro-1H-1,4-benzodiazepine), NN (hydrazine). Reagents/catalysts: [Ni] (Raney nickel). The solvent is CO (methanol), CO (methanol). Yields the product ClC=1C=C(C2=C(C(N(CCN2)CC=C(C)C)C)C1)N (7-chloro-2,3,4,5-tetrahydro-5-methyl-4-(3-methyl-2-butenyl)-1H-1,4-benzodiazepin-9-amine). The yield is 100.0%. As a reaction SMILES: [Cl:1][C:2]1[CH:3]=[C:4]([N+:19]([O-])=O)[C:5]2[NH:11][CH2:10][CH2:9][N:8]([CH2:12][CH:13]=[C:14]([CH3:16])[CH3:15])[CH:7]([CH3:17])[C:6]=2[CH:18]=1.NN>CO.[Ni]>[Cl:1][C:2]1[CH:3]=[C:4]([NH2:19])[C:5]2[NH:11][CH2:10][CH2:9][N:8]([CH2:12][CH:13]=[C:14]([CH3:16])[CH3:15])[CH:7]([CH3:17])[C:6]=2[CH:18]=1. Procedure: To a solution of 1.34 parts of 7-chloro-2,3,4,5-tetrahydro-5-methyl-4-(3-methyl-2-butenyl)-9-nitro-1H-1,4-benzodiazepine (prepared as intermediate 11) in methanol there were added 0.49 parts of Raney nickel. To the resulting suspension there was added dropwise a solution of 1.09 parts of hydrazine in a small amount of methanol, at reflux temperature and under an Argon atmosphere. Refluxing was continued for 11/2 hour. After cooling, the catalyst was filtered off and the filtrate was evaporated, ... Reactants: C(C)(C)(C)OC(=O)NCC(C(=O)NC=1C=C2C=CN=CC2=CC1)C1=CC=C(OCC(=O)OC2=C(C=C(C=C2)C)C)C=C1 (2,4-dimethylphenyl 2-(4-(3-(tert-butoxycarbonylamino)-1-(isoquinolin-6-ylamino)-1-oxopropan-2-yl)phenoxy)acetate), Cl (HCl). Run in C(Cl)Cl (CH2Cl2). Run at time 8 hour. The product is Cl.Cl.NCC(C(=O)NC=1C=C2C=CN=CC2=CC1)C1=CC=C(OCC(=O)OC2=C(C=C(C=C2)C)C)C=C1 (2,4-dimethylphenyl 2-(4-(3-amino-1-(isoquinolin-6-ylamino)-1-oxopropan-2-yl)phenoxy)acetate dihydrochloride). As a reaction SMILES: C(OC([NH:8][CH2:9][CH:10]([C:24]1[CH:42]=[CH:41][C:27]([O:28][CH2:29][C:30]([O:32][C:33]2[CH:38]=[CH:37][C:36]([CH3:39])=[CH:35][C:34]=2[CH3:40])=[O:31])=[CH:26][CH:25]=1)[C:11]([NH:13][C:14]1[CH:15]=[C:16]2[C:21](=[CH:22][CH:23]=1)[CH:20]=[N:19][CH:18]=[CH:17]2)=[O:12])=O)(C)(C)C.[ClH:43]>C(Cl)Cl>[ClH:43].[ClH:43].[NH2:8][CH2:9][CH:10]([C:24]1[CH:25]=[CH:26][C:27]([O:28][CH2:29][C:30]([O:32][C:33]2[CH:38]=[CH:37][C:36]([CH3:39])=[CH:35][C:34]=2[CH3:40])=[O:31])=[CH:41][CH:42]=1)[C:11]([NH:13][C:14]1[CH:15]=[C:16]2[C:21](=[CH:22][CH:23]=1)[CH:20]=[N:19][CH:18]=[CH:17]2)=[O:12] |f:3.4.5|. Reported procedure: To 2,4-dimethylphenyl 2-(4-(3-(tert-butoxycarbonylamino)-1-(isoquinolin-6-ylamino)-1-oxopropan-2-yl)phenoxy)acetate (E252) in CH2Cl2 was added HCl (4 N, dioxane) and the solution was stirred overnight. The solvents were evaporated to give 2,4-dimethylphenyl 2-(4-(3-amino-1-(isoquinolin-6-ylamino)-1-oxopropan-2-yl)phenoxy)acetate dihydrochloride (E253). Starting materials: O(CCCCCCCC)CCCCCCCC. The reagents and catalysts are O1B(OC(C)(C)C1(C)C)B2OC(C)(C)C(O2)(C)C, N=1C=CC=C2C=CC=3C=CC(=NC3C12)C, C[OH2+].C[OH2+].C1CC=CCCC=C1.C1CC=CCCC=C1.[Ir].[Ir]. Solvent: C1CCCCCCC1. Conditions: temperature 100 celsius, time 20 hour. The product is O(CCCCCCCC)CCCCCCCCB1OC(C)(C)C(O1)(C)C, O1B(OC(C)(C)C1(C)C)CCCCCCCCOCCCCCCCCB2OC(C)(C)C(O2)(C)C. Yield: 9.0%. The reactants are OCc1cccc2c(C3CCCCC3)nccc12, O=P(Cl)(Cl)Cl. The product is ClCc1cccc2c(C3CCCCC3)nccc12. RXN SMILES: [CH:1]1([c:7]2[n:8][cH:9][cH:10][c:11]3[c:12]([CH2:17][OH:18])[cH:13][cH:14][cH:15][c:16]23)[CH2:2][CH2:3][CH2:4][CH2:5][CH2:6]1.[P:19]([Cl:20])([Cl:21])([Cl:22])=[O:23]>>[CH:1]1([c:7]2[n:8][cH:9][cH:10][c:11]3[c:12]([CH2:17][Cl:21])[cH:13][cH:14][cH:15][c:16]23)[CH2:2][CH2:3][CH2:4][CH2:5][CH2:6]1. Starting materials: FC1=C(C=C(N)C=C1)[N+](=O)[O-] (4-fluoro-3-nitro aniline), C1(CCCCC1)C(=O)Cl (cyclohexanecarbonyl chloride), N1=CC=CC=C1 (pyridine), C(C)(=O)OCC (Ethyl acetate). Run in C1CCOC1 (THF). Reaction conditions: time 22 hour. The product is FC1=C(C=C(C=C1)NC(=O)C1CCCCC1)[N+](=O)[O-] (cyclohexanecarboxylic acid (4-fluoro-3-nitro-phenyl)amide). The yield is 56.3%. RXN SMILES: [F:1][C:2]1[CH:8]=[CH:7][C:5]([NH2:6])=[CH:4][C:3]=1[N+:9]([O-:11])=[O:10].[CH:12]1([C:18](Cl)=[O:19])[CH2:17][CH2:16][CH2:15][CH2:14][CH2:13]1.N1C=CC=CC=1.C(OCC)(=O)C>C1COCC1>[F:1][C:2]1[CH:8]=[CH:7][C:5]([NH:6][C:18]([CH:12]2[CH2:17][CH2:16][CH2:15][CH2:14][CH2:13]2)=[O:19])=[CH:4][C:3]=1[N+:9]([O-:11])=[O:10]. Procedure details: To a solution of 4-fluoro-3-nitro aniline (1.41 g, 9.0 mmol) in THF (50 mL) was added cyclohexanecarbonyl chloride (1.46 g, 9.6 mmol) and pyridine (0.97 mL, 12 mmol), and the mixture stirred for 22 h at room temperature. Ethyl acetate (100 mL) was added, and the solution was washed in turn with 1M HCl (50 mL) and saturated sodium bicarbonate (50 mL). The organic layer was dried over magnesium sulfate and evaporated. The residue was purified by flash chromatography, eluting with hexane/ethyl acet... Starting materials: C1(CCCC1)CN1C2=CC=CC(=C2C=2C(=CC=CC12)OCC(=O)OC)C(N)=O ([9-[(cyclopentyl)methyl]-5-carbamoylcarbazol-4-yl}oxyacetic acid, methyl ester), [Li+].[OH-] (LiOH), Cl (HCl). The solvent is C1CCOC1 (THF), CO (MeOH). Reaction conditions: time 2 hour. The product is C1(CCCC1)CN1C2=CC=CC(=C2C=2C(=CC=CC12)OCC(=O)O)C(N)=O ([9-[(Cyclopentyl)methyl]-5-carbamoylcarbazol-4-yl]oxyacetic acid). As a reaction SMILES: [CH:1]1([CH2:6][N:7]2[C:19]3[CH:18]=[CH:17][CH:16]=[C:15]([O:20][CH2:21][C:22]([O:24]C)=[O:23])[C:14]=3[C:13]3[C:8]2=[CH:9][CH:10]=[CH:11][C:12]=3[C:26](=[O:28])[NH2:27])[CH2:5][CH2:4][CH2:3][CH2:2]1.[Li+].[OH-].Cl>C1COCC1.CO>[CH:1]1([CH2:6][N:7]2[C:19]3[CH:18]=[CH:17][CH:16]=[C:15]([O:20][CH2:21][C:22]([OH:24])=[O:23])[C:14]=3[C:13]3[C:8]2=[CH:9][CH:10]=[CH:11][C:12]=3[C:26](=[O:28])[NH2:27])[CH2:2][CH2:3][CH2:4][CH2:5]1 |f:1.2|. Reported procedure: A slurry of [9-[(cyclopentyl)methyl]-5-carbamoylcarbazol-4-yl}oxyacetic acid, methyl ester (20 mg, 0.065 mmol) in 0.3 mL of THF and 0.1 mL of MeOH was treated with 0.1 mL of 1 N aq LiOH (0.1 mmol), and the mixture stirred at room temperature for 2 hours. The reaction was acidified with 0.2 N HCl, and the organics were removed in vacuo. The white precipitate was filtered away from the aqueous layer and rinsed with Et2O to afford 15 mg (0.0409 mmol; 63%) the title acid as a white powder. MS (ES) m... The reactants are C1CCOC1, CC(N)C(C)(C)C, S=C=Nc1ccc(Cl)cc1. Product: CC(NC(=S)Nc1ccc(Cl)cc1)C(C)(C)C. As a reaction SMILES: [CH2:18]1[O:19][CH2:20][CH2:21][CH2:22]1.[CH3:11][C:12]([CH:13]([CH3:14])[NH2:15])([CH3:16])[CH3:17].[Cl:1][c:2]1[cH:3][cH:4][c:5]([N:8]=[C:9]=[S:10])[cH:6][cH:7]1>>[Cl:1][c:2]1[cH:3][cH:4][c:5]([NH:8][C:9](=[S:10])[NH:15][CH:13]([C:12]([CH3:11])([CH3:16])[CH3:17])[CH3:14])[cH:6][cH:7]1. The reactants are OC1=CC(=CC2=CC=CC=C12)S(=O)(=O)N1CC2CCC(C1)CC2 (3-(1-Hydroxy-3-naphthylsulfonyl)-3-azabicyclo-[3.2.2]nonane), Cl.N1=CC(=CC=C1)CCl (3-picolylchloride hydrochloride), [H-].[Na+] (Sodium hydride). Solvent: CN(C)C=O (DMF). Reaction conditions: temperature 90 celsius, time 15 hour. Product: N1=CC(=CC=C1)COC1=CC(=CC2=CC=CC=C12)S(=O)(=O)N1CC2CCC(C1)CC2 (3-[1-(3-Pyridinylmethoxy)-3-naphthylsulfonyl]-3-azabicyclo[3.2.2]nonane). Isolated yield 66.0%. As a reaction SMILES: [OH:1][C:2]1[C:11]2[C:6](=[CH:7][CH:8]=[CH:9][CH:10]=2)[CH:5]=[C:4]([S:12]([N:15]2[CH2:21][CH:20]3[CH2:22][CH2:23][CH:17]([CH2:18][CH2:19]3)[CH2:16]2)(=[O:14])=[O:13])[CH:3]=1.Cl.[N:25]1[CH:30]=[CH:29][CH:28]=[C:27]([CH2:31]Cl)[CH:26]=1.[H-].[Na+]>CN(C=O)C>[N:25]1[CH:30]=[CH:29][CH:28]=[C:27]([CH2:31][O:1][C:2]2[C:11]3[C:6](=[CH:7][CH:8]=[CH:9][CH:10]=3)[CH:5]=[C:4]([S:12]([N:15]3[CH2:21][CH:20]4[CH2:22][CH2:23][CH:17]([CH2:18][CH2:19]4)[CH2:16]3)(=[O:14])=[O:13])[CH:3]=2)[CH:26]=1 |f:1.2,3.4|. Reported procedure: The product from Example 52 (147 mg, 0.44 mmol), 3-picolylchloride hydrochloride (73 mg, 0.44 mmol and a crystal of KI were combined in DMF (30 ml). Sodium hydride (44 mg, 1.1 mmol, a 60% dispersion in oil) was added and the mixture was stirred at 90° C. for 15 hr. At this time the solvent was evaporated under reduced pressure and the residue was partitioned between 1N aq KOH and CHCl3. The CHCl3 phase was dried (Na2SO4) and concentrated and the residue was purified by flash chromatography using...